This data is from the Open Reaction Database (ORD), a public repository of structured organic reaction records. The task is: describe an organic reaction: reactants, conditions, products, and yield Yields the product CCN(c1cc(-c2ccc(CN3CCOCC3)c(F)c2)cc(C(=O)NCc2c(C)cc(C)[nH]c2=O)c1C)C1CCOCC1. The reactants are CC(=O)O[BH-](OC(C)=O)OC(C)=O, C1COCCN1, CCN(c1cc(-c2ccc(C=O)c(F)c2)cc(C(=O)NCc2c(C)cc(C)[nH]c2=O)c1C)C1CCOCC1, CC(=O)O, CC(Cl)Cl, ClCCl, [Na+]. Reaction SMILES: [C:49]([O:50][BH-:51]([O:52][C:53](=[O:54])[CH3:55])[O:56][C:57](=[O:58])[CH3:59])(=[O:60])[CH3:61].[CH2:39]1[CH2:40][O:41][CH2:42][CH2:43][NH:44]1.[CH3:1][c:2]1[c:3]([CH2:10][NH:11][C:12](=[O:13])[c:14]2[cH:15][c:16](-[c:30]3[cH:31][c:32]([F:38])[c:33]([CH:36]=[O:37])[cH:34][cH:35]3)[cH:17][c:18]([N:21]([CH:22]3[CH2:23][CH2:24][O:25][CH2:26][CH2:27]3)[CH2:28][CH3:29])[c:19]2[CH3:20])[c:4](=[O:9])[nH:5][c:6]([CH3:8])[cH:7]1.[CH3:45][C:46](=[O:47])[OH:48].[Cl:63][CH:64]([Cl:65])[CH3:66].[Cl:67][CH2:68][Cl:69].[Na+:62]>>[CH3:1][c:2]1[c:3]([CH2:10][NH:11][C:12](=[O:13])[c:14]2[cH:15][c:16](-[c:30]3[cH:31][c:32]([F:38])[c:33]([CH2:36][N:44]4[CH2:39][CH2:40][O:41][CH2:42][CH2:43]4)[cH:34][cH:35]3)[cH:17][c:18]([N:21]([CH:22]3[CH2:23][CH2:24][O:25][CH2:26][CH2:27]3)[CH2:28][CH3:29])[c:19]2[CH3:20])[c:4](=[O:9])[nH:5][c:6]([CH3:8])[cH:7]1. Yields the product c1ccc(CN2CCCC(c3ncc(-c4cnc(-c5ccccc5)nc4)[nH]3)C2)cc1. The reactants are BrCc1ccccc1, O=C([O-])[O-], CN(C)C=O, [Cs+], [Cs+], O, c1ccc(-c2ncc(-c3c[nH]c(C4CCCNC4)n3)cn2)cc1. As a reaction SMILES: [Br:30][CH2:31][c:32]1[cH:33][cH:34][cH:35][cH:36][cH:37]1.[C:24](=[O:25])([O-:26])[O-:27].[CH3:38][N:39]([CH3:40])[CH:41]=[O:42].[Cs+:28].[Cs+:29].[OH2:43].[c:1]1(-[c:7]2[n:8][cH:9][c:10](-[c:13]3[n:14][c:15]([CH:18]4[CH2:19][NH:20][CH2:21][CH2:22][CH2:23]4)[nH:16][cH:17]3)[cH:11][n:12]2)[cH:2][cH:3][cH:4][cH:5][cH:6]1>>[c:1]1(-[c:7]2[n:8][cH:9][c:10](-[c:13]3[nH:14][c:15]([CH:18]4[CH2:19][N:20]([CH2:31][c:32]5[cH:33][cH:34][cH:35][cH:36][cH:37]5)[CH2:21][CH2:22][CH2:23]4)[n:16][cH:17]3)[cH:11][n:12]2)[cH:2][cH:3][cH:4][cH:5][cH:6]1. The reactants are C(C)(=O)NCCCC(=O)C1=C(CCC(=O)O)C=C(C=C1)Cl (2-(4-acetamidobutyryl)-5-chlorohydrocinnamic acid), C(=O)(N1C=NC=C1)N1C=NC=C1 (1,1'-carbonyldiimidazole), C(C)N(C(C)C)C(C)C (N-ethyldiisopropylamine), Cl.NCC(=O)OCC (ethyl glycinate hydrochloride). Solvent: O1CCCC1 (tetrahydrofuran). Conditions: time 1 hour. Yields the product C(C)(=O)NCCCC(=O)C1=C(CCC(=O)NCC(=O)OCC)C=C(C=C1)Cl (ethyl N-[2-(4-acetamidobutyryl)-5-chlorohydrocinnamoyl]-glycinate). As a reaction SMILES: [C:1]([NH:4][CH2:5][CH2:6][CH2:7][C:8]([C:10]1[CH:20]=[CH:19][C:18]([Cl:21])=[CH:17][C:11]=1[CH2:12][CH2:13][C:14]([OH:16])=O)=[O:9])(=[O:3])[CH3:2].C(N1C=CN=C1)(N1C=CN=C1)=O.C(N(C(C)C)C(C)C)C.Cl.[NH2:44][CH2:45][C:46]([O:48][CH2:49][CH3:50])=[O:47]>O1CCCC1>[C:1]([NH:4][CH2:5][CH2:6][CH2:7][C:8]([C:10]1[CH:20]=[CH:19][C:18]([Cl:21])=[CH:17][C:11]=1[CH2:12][CH2:13][C:14]([NH:44][CH2:45][C:46]([O:48][CH2:49][CH3:50])=[O:47])=[O:16])=[O:9])(=[O:3])[CH3:2] |f:3.4|. Procedure: 1.75 g (0.006 mol) of 2-(4-acetamidobutyryl)-5-chlorohydrocinnamic acid and 0.95 g (0.006 mol) of 1,1'-carbonyldiimidazole are stirred at room temperature in 15 ml of tetrahydrofuran and 1.0 ml (0.006 mol) of N-ethyldiisopropylamine and 0.82 g (0.006 mol) of ethyl glycinate hydrochloride are then added thereto. After stirring at room temperature for 1 hour, the solution is concentrated, extracted with methylene chloride/water, dried with magnesium sulfate and the solvent is distilled in a vacuum... The reactants are [N+](=O)([O-])C1=CC=C(C(=O)N2C3=C(CCCC2)SC=C3)C=C1 (4-(4-nitrobenzoyl)-5,6,7,8-tetrahydro-4H-thieno[3,2-b]azepine). The reagents and catalysts are [Pd] (palladium-on-carbon). Run in C(C)(=O)O (acetic acid). Reaction conditions: time 4.5 hour. The product is NC1=CC=C(C(=O)N2C3=C(CCCC2)SC=C3)C=C1 (4-(4-Aminobenzoyl)-5,6,7,8-tetrahydro-4H-thieno[3,2-b]azepine). Yield: 44.5%. RXN SMILES: [N+:1]([C:4]1[CH:21]=[CH:20][C:7]([C:8]([N:10]2[CH2:16][CH2:15][CH2:14][CH2:13][C:12]3[S:17][CH:18]=[CH:19][C:11]2=3)=[O:9])=[CH:6][CH:5]=1)([O-])=O>C(O)(=O)C.[Pd]>[NH2:1][C:4]1[CH:5]=[CH:6][C:7]([C:8]([N:10]2[CH2:16][CH2:15][CH2:14][CH2:13][C:12]3[S:17][CH:18]=[CH:19][C:11]2=3)=[O:9])=[CH:20][CH:21]=1. Procedure: A solution of 9.97 g of 4-(4-nitrobenzoyl)-5,6,7,8-tetrahydro-4H-thieno[3,2-b]azepine in 110 ml of glacial acetic acid and 0.997 g of 10% palladium-on-carbon is hydrogenated in a Parr hydrogenator under 30-50 lb. of pressure for 4.5 hours. The mixture is filtered through a pad of diatomaceous earth and the filtrate concentrated to dryness under vacuum. The gummy residue (8.1 g) is purified by HPLC on a Waters-Prep-500 instrument with silica gel and ethyl acetate-hexane (1:1) as solvent. Fraction... Starting materials: CC1=CC=C(C=N1)C=1N=C2C(=NC1C=1C=NC(=CC1)C)N(CCC2)CCCCCCC(=O)OCC (ethyl 7-(2,3-bis(6-methylpyridin-3-yl)-7,8-dihydropyrido[2,3-b]pyrazin-5(6H)-yl)heptanoate), B(C=1C=CC(=CC1)C)(O)O (p-tolylboronic acid), C([O-])([O-])=O.[Na+].[Na+] (sodium carbonate), N#N (N2), crude product. Reagents/catalysts: C=1C=CC(=CC1)[P](C=2C=CC=CC2)(C=3C=CC=CC3)[Pd]([P](C=4C=CC=CC4)(C=5C=CC=CC5)C=6C=CC=CC6)([P](C=7C=CC=CC7)(C=8C=CC=CC8)C=9C=CC=CC9)[P](C=1C=CC=CC1)(C=1C=CC=CC1)C=1C=CC=CC1 (Pd(Ph3P)4). Solvent: O1CCOCC1 (Dioxane). Run at temperature 150 celsius. Product: CC1=CC=C(C=N1)C=1N=C2C(=NC1C1=CC=C(C=C1)C)N(CCC2)CCCCCCC(=O)OCC (Ethyl 7-(2-(6-methylpyridin-3-yl)-3-p-tolyl-7,8-dihydropyrido[2,3-b]pyrazin-5(6H)-yl)heptanoate). RXN SMILES: [CH3:1][C:2]1[N:7]=[CH:6][C:5]([C:8]2[N:9]=[C:10]3[CH2:24][CH2:23][CH2:22][N:21]([CH2:25][CH2:26][CH2:27][CH2:28][CH2:29][CH2:30][C:31]([O:33][CH2:34][CH3:35])=[O:32])[C:11]3=[N:12][C:13]=2[C:14]2[CH:15]=N[C:17]([CH3:20])=[CH:18][CH:19]=2)=[CH:4][CH:3]=1.B(O)(O)[C:37]1C=CC(C)=CC=1.C(=O)([O-])[O-].[Na+].[Na+].N#N>C1C=CC([P]([Pd]([P](C2C=CC=CC=2)(C2C=CC=CC=2)C2C=CC=CC=2)([P](C2C=CC=CC=2)(C2C=CC=CC=2)C2C=CC=CC=2)[P](C2C=CC=CC=2)(C2C=CC=CC=2)C2C=CC=CC=2)(C2C=CC=CC=2)C2C=CC=CC=2)=CC=1.O1CCOCC1>[CH3:1][C:2]1[N:7]=[CH:6][C:5]([C:8]2[N:9]=[C:10]3[CH2:24][CH2:23][CH2:22][N:21]([CH2:25][CH2:26][CH2:27][CH2:28][CH2:29][CH2:30][C:31]([O:33][CH2:34][CH3:35])=[O:32])[C:11]3=[N:12][C:13]=2[C:14]2[CH:19]=[CH:18][C:17]([CH3:37])=[CH:20][CH:15]=2)=[CH:4][CH:3]=1 |f:2.3.4,^1:57,59,78,97|. Procedure: A mixture of ethyl 7-(3-chloro-2-(6-methylpyridin-3-yl)-7,8-dihydropyrido[2,3-b]pyrazin-5(6H)-yl) heptanoate (Example 5, step 1) (86 mg, 0.206 mmol), p-tolylboronic acid (56.1 mg, 0.413 mmol) and 2M sodium carbonate (0.309 ml, 0.619 mmol) were combined in a microwave vial. Dioxane (2 ml) was added and the flask was sealed and deoxygenated by evacuation/N2 purge (×3). Pd(Ph3P)4 (47.7 mg, 0.041 mmol) was added and the mixture was de-oxygenated by evacuation/N2 purge (×3) and heated at 150° C. for ...